The task is: describe an organic reaction: reactants, conditions, products, and yield. This data is from the Open Reaction Database (ORD), a public repository of structured organic reaction records. Starting materials: N1([C@H](C(=O)N[C@@H](CCCNC(N[N+](=O)[O-])=N)C(=O)N[C@@H](CCCCNC(=O)OCC2=CC=CC=C2)C(=O)N[C@@H]([C@H](OCC2=CC=CC=C2)C)C(=O)N[C@@H](CCCCNC(=O)OCC2=CC=CC=C2)C(=O)NCC(=O)OC)CCC1)C(=O)OCC1=CC=CC=C1 (ZProArg(NO2)Lys(Z)Thr(Bzl)Lys(Z)GlyOMe), [OH-].[Na+] (NaOH). The solvent is CN(C)C=O.CO (DMF methanol). Conditions: time 2 hour. Yields the product N1([C@H](C(=O)N[C@@H](CCCNC(N[N+](=O)[O-])=N)C(=O)N[C@@H](CCCCNC(=O)OCC2=CC=CC=C2)C(=O)N[C@@H]([C@H](OCC2=CC=CC=C2)C)C(=O)N[C@@H](CCCCNC(=O)OCC2=CC=CC=C2)C(=O)NCC(=O)O)CCC1)C(=O)OCC1=CC=CC=C1 (ZProArg(NO2)Lys(Z)Thr(Bzl)Lys(Z)GlyOH). Yield: 50.0%. As a reaction SMILES: [N:1]1([C:80]([O:82][CH2:83][C:84]2[CH:89]=[CH:88][CH:87]=[CH:86][CH:85]=2)=[O:81])[CH2:79][CH2:78][CH2:77][C@H:2]1[C:3]([NH:5][C@H:6]([C:17]([NH:19][C@H:20]([C:36]([NH:38][C@H:39]([C:50]([NH:52][C@H:53]([C:69]([NH:71][CH2:72][C:73]([O:75]C)=[O:74])=[O:70])[CH2:54][CH2:55][CH2:56][CH2:57][NH:58][C:59]([O:61][CH2:62][C:63]1[CH:68]=[CH:67][CH:66]=[CH:65][CH:64]=1)=[O:60])=[O:51])[C@@H:40]([CH3:49])[O:41][CH2:42][C:43]1[CH:48]=[CH:47][CH:46]=[CH:45][CH:44]=1)=[O:37])[CH2:21][CH2:22][CH2:23][CH2:24][NH:25][C:26]([O:28][CH2:29][C:30]1[CH:35]=[CH:34][CH:33]=[CH:32][CH:31]=1)=[O:27])=[O:18])[CH2:7][CH2:8][CH2:9][NH:10][C:11](=[NH:16])[NH:12][N+:13]([O-:15])=[O:14])=[O:4].[OH-].[Na+]>CN(C=O)C.CO>[N:1]1([C:80]([O:82][CH2:83][C:84]2[CH:85]=[CH:86][CH:87]=[CH:88][CH:89]=2)=[O:81])[CH2:79][CH2:78][CH2:77][C@H:2]1[C:3]([NH:5][C@H:6]([C:17]([NH:19][C@H:20]([C:36]([NH:38][C@H:39]([C:50]([NH:52][C@H:53]([C:69]([NH:71][CH2:72][C:73]([OH:75])=[O:74])=[O:70])[CH2:54][CH2:55][CH2:56][CH2:57][NH:58][C:59]([O:61][CH2:62][C:63]1[CH:64]=[CH:65][CH:66]=[CH:67][CH:68]=1)=[O:60])=[O:51])[C@@H:40]([CH3:49])[O:41][CH2:42][C:43]1[CH:44]=[CH:45][CH:46]=[CH:47][CH:48]=1)=[O:37])[CH2:21][CH2:22][CH2:23][CH2:24][NH:25][C:26]([O:28][CH2:29][C:30]1[CH:31]=[CH:32][CH:33]=[CH:34][CH:35]=1)=[O:27])=[O:18])[CH2:7][CH2:8][CH2:9][NH:10][C:11](=[NH:16])[NH:12][N+:13]([O-:15])=[O:14])=[O:4] |f:1.2,3.4|. Procedure: A solution of compound (i) (0.87 g, 0.0007 M) in 50% DMF/methanol (30 ml) was treated with 1 N NaOH solution (1.7 ml) and stirred at R.T. for 2 hours. Acidification precipitated the product (0.43 g) in 50% yield. T.L.C. 2:1 CHCl3 :MeOH (I2 stain) showed one spot at Rf 0.77. [α]D25° =-4.1° (C=1, AcOH). The NMR was consistent with structure. Reactants: CC(=O)[O-], CN(C)C=O, ClCCCl, [Na+], O, O, O, O, O=P(Cl)(Cl)Cl, c1cncc(-n2ccc3ccccc32)c1. Product: O=Cc1cn(-c2cccnc2)c2ccccc12. Reaction SMILES: [C:29]([O-:30])(=[O:31])[CH3:32].[CH3:1][N:2]([CH:3]=[O:4])[CH3:5].[Cl:34][CH2:35][CH2:36][Cl:37].[Na+:33].[OH2:26].[OH2:27].[OH2:28].[OH2:38].[P:6]([Cl:7])([Cl:8])([Cl:9])=[O:10].[n:11]1[cH:12][c:13](-[n:17]2[cH:18][cH:19][c:20]3[cH:21][cH:22][cH:23][cH:24][c:25]23)[cH:14][cH:15][cH:16]1>>[CH:3](=[O:4])[c:19]1[cH:18][n:17](-[c:13]2[cH:12][n:11][cH:16][cH:15][cH:14]2)[c:25]2[c:20]1[cH:21][cH:22][cH:23][cH:24]2. As a reaction SMILES: [Cl:11][CH2:12][CH2:13][N:14]1[CH2:15][CH2:16][O:17][CH2:18][CH2:19]1.[N:1]1([CH2:7][CH2:8][CH2:9][Cl:10])[CH2:2][CH2:3][NH:4][CH2:5][CH2:6]1.[n:20]1[cH:21][n:22][c:23]2[n:24]1[c:25]1[c:26]([c:27](=[O:29])[nH:28]2)[cH:30][n:31][c:32]2[c:33]1[cH:34][n:35][nH:36]2>>[N:1]1([CH2:7][CH2:8][CH2:9][n:28]2[c:23]3[n:22][cH:21][n:20][n:24]3[c:25]3[c:26]([c:27]2=[O:29])[cH:30][n:31][c:32]2[c:33]3[cH:34][n:35][nH:36]2)[CH2:2][CH2:3][NH:4][CH2:5][CH2:6]1. Product: O=c1c2cnc3[nH]ncc3c2n2ncnc2n1CCCN1CCNCC1. The reactants are ClCCN1CCOCC1, ClCCCN1CCNCC1, O=c1[nH]c2ncnn2c2c1cnc1[nH]ncc12. Yields the product CC(O)CCCC(O)C=CC1C(O)CC(Cl)C1CCCCCCC(=O)O. RXN SMILES: [CH2:35]1[O:36][CH2:37][CH2:38][CH2:39]1.[CH3:32][OH:33].[Cl:1][CH:2]1[CH2:3][CH:4]([OH:29])[CH:5]([CH:19]=[CH:20][CH:21]([CH2:22][CH2:23][CH2:24][CH:25]([CH3:26])[OH:27])[OH:28])[CH:6]1[CH2:7][CH2:8][CH2:9][CH2:10][CH2:11][CH2:12][C:13](=[O:14])[O:15][CH2:16][CH2:17][CH3:18].[ClH:34].[Li+:30].[OH-:31]>>[Cl:1][CH:2]1[CH2:3][CH:4]([OH:29])[CH:5]([CH:19]=[CH:20][CH:21]([CH2:22][CH2:23][CH2:24][CH:25]([CH3:26])[OH:27])[OH:28])[CH:6]1[CH2:7][CH2:8][CH2:9][CH2:10][CH2:11][CH2:12][C:13](=[O:14])[OH:15]. Starting materials: C1CCOC1, CO, CCCOC(=O)CCCCCCC1C(Cl)CC(O)C1C=CC(O)CCCC(C)O, Cl, [Li+], [OH-]. The reactants are C(C)N1CCC(=CC1)C1=CNC2=CC=C(C=C12)N (3-(1-ethyl-1,2,3,6-tetrahydropyridin-4-yl)-1H-indol-5-amine), I.S1C(=CC=C1)C(=N)SC (methyl thiophene-2-carbimidothioate hydroiodide), C(=O)(O)[O-].[Na+] (NaHCO3). Solvent: C(C)O (ethanol). Reaction conditions: time 18 hour. The product is C(C)N1CCC(=CC1)C1=CNC2=CC=C(C=C12)NC(=N)C=1SC=CC1 (N-(3-(1-ethyl-1,2,3,6-tetrahydropyridin-4-yl)-1H-indol-5-yl)thiophene-2-carboximidamide). The yield is 79.6%. Reaction SMILES: [CH2:1]([N:3]1[CH2:8][CH:7]=[C:6]([C:9]2[C:17]3[C:12](=[CH:13][CH:14]=[C:15]([NH2:18])[CH:16]=3)[NH:11][CH:10]=2)[CH2:5][CH2:4]1)[CH3:2].I.[S:20]1[CH:24]=[CH:23][CH:22]=[C:21]1[C:25](SC)=[NH:26].C([O-])(O)=O.[Na+]>C(O)C>[CH2:1]([N:3]1[CH2:4][CH:5]=[C:6]([C:9]2[C:17]3[C:12](=[CH:13][CH:14]=[C:15]([NH:18][C:25]([C:21]4[S:20][CH:24]=[CH:23][CH:22]=4)=[NH:26])[CH:16]=3)[NH:11][CH:10]=2)[CH2:7][CH2:8]1)[CH3:2] |f:1.2,3.4|. Procedure details: A solution of 3-(1-ethyl-1,2,3,6-tetrahydropyridin-4-yl)-1H-indol-5-amine (0.32 g, 1.326 mmol) in dry ethanol (10 mL) was treated with methyl thiophene-2-carbimidothioate hydroiodide (0.756 g, 2.65 mmol) at room temperature and stirred overnight (18 h). The reaction was basified with sat. NaHCO3 solution (30 mL) and product was extracted into CH2Cl2 (2×25 mL). The combined CH2Cl2 layer was washed with brine (20 mL) and dried (Na2SO4). Solvent was evaporated and crude was purified by column chrom... Starting materials: C(C(=O)C)OC1=CC=C(C=C1)C=1CCC(NN1)=O (4,5-dihydro-6-(4-acetonyloxyphenyl)-3(2H)-pyridazinone), OC(CN)C1=CC=C(C=C1)OCC1=CC=CC=C1 (2-hydroxy-2-(4-benzyloxyphenyl)ethanamine). Product: C(C1=CC=CC=C1)OC1=CC=C(C(CNC(COC2=CC=C(C=C2)C=2CCC(NN2)=O)C)O)C=C1 (6-[4-[2-[(4-Benzyloxy-β-hydroxyphenethyl)amino]-propyloxy]phenyl]-4,5-dihydro-3(2H)pyridazinone). Reaction SMILES: [CH2:1]([O:5][C:6]1[CH:11]=[CH:10][C:9]([C:12]2[CH2:13][CH2:14][C:15](=[O:18])[NH:16][N:17]=2)=[CH:8][CH:7]=1)[C:2]([CH3:4])=O.[OH:19][CH:20]([C:23]1[CH:28]=[CH:27][C:26]([O:29][CH2:30][C:31]2[CH:36]=[CH:35][CH:34]=[CH:33][CH:32]=2)=[CH:25][CH:24]=1)[CH2:21][NH2:22]>>[CH2:30]([O:29][C:26]1[CH:25]=[CH:24][C:23]([CH:20]([OH:19])[CH2:21][NH:22][CH:2]([CH3:4])[CH2:1][O:5][C:6]2[CH:11]=[CH:10][C:9]([C:12]3[CH2:13][CH2:14][C:15](=[O:18])[NH:16][N:17]=3)=[CH:8][CH:7]=2)=[CH:28][CH:27]=1)[C:31]1[CH:32]=[CH:33][CH:34]=[CH:35][CH:36]=1. Reported procedure: 6-[4-[2-[(4-Benzyloxy-β-hydroxyphenethyl)amino]-propyloxy]phenyl]-4,5-dihydro-3(2H)pyridazinone was prepared from 4,5-dihydro-6-(4-acetonyloxyphenyl)-3(2H)-pyridazinone and 2-hydroxy-2-(4-benzyloxyphenyl)ethanamine in an analogous manner to the compound described in Example 38. 1H NMR (DMSO-d6) ppm: Starting materials: ClC(=O)OCC (Ethyl chloroformate), O.Cl.NN=CC=1C=C2C(=CNC2=CC1)CCNC(OCC1=CC=CC=C1)=O (Phenylmethyl [2-[5-(aminoiminomethyl)-1H-indol-3-yl]ethyl]carbamate hydrochloride hydrate), C(C)(C)N(CC)C(C)C (diisopropylethylamine). Run in O1CCCC1 (tetrahydrofuran). Run at time 24 hour. The product is C(C)OC(=O)NN=CC=1C=C2C(=CNC2=CC1)CCNC(OCC1=CC=CC=C1)=O (Phenylmethyl [2-[5-[[(ethoxycarbonyl)amino]iminomethyl]-1H-indol-3-yl]ethyl]carbamate). RXN SMILES: Cl[C:2]([O:4][CH2:5][CH3:6])=[O:3].O.Cl.[NH2:9][N:10]=[CH:11][C:12]1[CH:13]=[C:14]2[C:18](=[CH:19][CH:20]=1)[NH:17][CH:16]=[C:15]2[CH2:21][CH2:22][NH:23][C:24](=[O:33])[O:25][CH2:26][C:27]1[CH:32]=[CH:31][CH:30]=[CH:29][CH:28]=1.C(N(C(C)C)CC)(C)C>O1CCCC1>[CH2:5]([O:4][C:2]([NH:9][N:10]=[CH:11][C:12]1[CH:13]=[C:14]2[C:18](=[CH:19][CH:20]=1)[NH:17][CH:16]=[C:15]2[CH2:21][CH2:22][NH:23][C:24](=[O:33])[O:25][CH2:26][C:27]1[CH:32]=[CH:31][CH:30]=[CH:29][CH:28]=1)=[O:3])[CH3:6] |f:1.2.3|. Procedure: Ethyl chloroformate (0.44 ml) was added slowly to a suspension of the product of Stage (ii) (0.8 g) and diisopropylethylamine (1.0 ml) in freshly distilled tetrahydrofuran (50 ml). The mixture was stirred at room temperature for 24 h and then reduced to dryness. The residue was chromatographed on silica (D) to give the title compound as an oil (0.4 g). T.l.c. SiO2 : ethyl acetate, Rf. 0.80 (Ceric).